From a dataset of the Open Reaction Database (ORD), a public repository of structured organic reaction records. describe an organic reaction: reactants, conditions, products, and yield Starting materials: CC(C)(C)O, C=CCC1(C)CC(c2cccc(Cl)c2)C(c2ccc(Cl)cc2)N(C(CC)CN2CCOCC2)C1=O, C1CCOC1, C[N+]1([O-])CCOCC1, CCOC(C)=O, [O-][I+3]([O-])([O-])[O-], [Na+], O. The product is CCC(CN1CCOCC1)N1C(=O)C(C)(CC=O)CC(c2cccc(Cl)c2)C1c1ccc(Cl)cc1. RXN SMILES: [C:62]([OH:63])([CH3:64])([CH3:65])[CH3:66].[CH2:1]([CH:2]=[CH2:3])[C:4]1([CH3:35])[C:5](=[O:34])[N:6]([CH:24]([CH2:25][N:26]2[CH2:27][CH2:28][O:29][CH2:30][CH2:31]2)[CH2:32][CH3:33])[CH:7]([c:17]2[cH:18][cH:19][c:20]([Cl:23])[cH:21][cH:22]2)[CH:8]([c:10]2[cH:11][c:12]([Cl:16])[cH:13][cH:14][cH:15]2)[CH2:9]1.[CH2:36]1[CH2:39][CH2:38][CH2:37][O:40]1.[CH3:41][N+:42]1([O-:43])[CH2:44][CH2:45][O:46][CH2:47][CH2:48]1.[CH3:56][CH2:57][O:58][C:59](=[O:60])[CH3:61].[I+3:49]([O-:50])([O-:51])([O-:52])[O-:53].[Na+:54].[OH2:55]>>[CH2:1]([CH:2]=[O:40])[C:4]1([CH3:35])[C:5](=[O:34])[N:6]([CH:24]([CH2:25][N:26]2[CH2:27][CH2:28][O:29][CH2:30][CH2:31]2)[CH2:32][CH3:33])[CH:7]([c:17]2[cH:18][cH:19][c:20]([Cl:23])[cH:21][cH:22]2)[CH:8]([c:10]2[cH:11][c:12]([Cl:16])[cH:13][cH:14][cH:15]2)[CH2:9]1.